From a dataset of the Open Reaction Database (ORD), a public repository of structured organic reaction records. describe an organic reaction: reactants, conditions, products, and yield Starting materials: 54b, FC1=CC=C(C=C1)N1N=CC2=C1C=C1CCN(C[C@]1(C2)C(=O)O)S(=O)(=O)C=2C=NC(=CC2)OC ((R)-1-(4-fluorophenyl)-6-(6-methoxy pyridine-3-sulfonyl]-1,4,5,6,7,8-hexahydro-1,2,6-triaza-cyclopenta[b]naphthalene-4a-carboxylic acid), C1(CCC1)CBr (cyclobutylmethyl bromide). Yields the product C1(CCC1)COC(=O)[C@@]12CC3=C(C=C2CCN(C1)S(=O)(=O)C=1C=NC(=CC1)OC)N(N=C3)C3=CC=C(C=C3)F ((R)-1-(4-Fluorophenyl)-6-(6-methoxy pyridine-3-sulfonyl)-1,4,5,6,7,8-hexahydro-1,2,6-triaza-cyclopenta[b]naphthalene-4a-carboxylic acid cyclobutylmethyl ester). RXN SMILES: [F:1][C:2]1[CH:7]=[CH:6][C:5]([N:8]2[C:12]3[CH:13]=[C:14]4[C@:19]([C:21]([OH:23])=[O:22])([CH2:20][C:11]=3[CH:10]=[N:9]2)[CH2:18][N:17]([S:24]([C:27]2[CH:28]=[N:29][C:30]([O:33][CH3:34])=[CH:31][CH:32]=2)(=[O:26])=[O:25])[CH2:16][CH2:15]4)=[CH:4][CH:3]=1.[CH:35]1([CH2:39]Br)[CH2:38][CH2:37][CH2:36]1>>[CH:35]1([CH2:39][O:22][C:21]([C@@:19]23[CH2:18][N:17]([S:24]([C:27]4[CH:28]=[N:29][C:30]([O:33][CH3:34])=[CH:31][CH:32]=4)(=[O:25])=[O:26])[CH2:16][CH2:15][C:14]2=[CH:13][C:12]2[N:8]([C:5]4[CH:4]=[CH:3][C:2]([F:1])=[CH:7][CH:6]=4)[N:9]=[CH:10][C:11]=2[CH2:20]3)=[O:23])[CH2:38][CH2:37][CH2:36]1. Procedure: The title compound was prepared by the method of Preparation 54b using (R)-1-(4-fluorophenyl)-6-(6-methoxy pyridine-3-sulfonyl]-1,4,5,6,7,8-hexahydro-1,2,6-triaza-cyclopenta[b]naphthalene-4a-carboxylic acid and cyclobutylmethyl bromide. 1H NMR (400 MHz, CHCl3-d): δ 8.59 (d, 1H), 7.89 (dd, 1H), 7.45-7.37 (m, 3H), 7.16 (t, 2H), 6.84 (d, 1H), 6.42 (d, 1H), 4.40 (dd, 1H), 4.06 (dd, 2H), 4.01 (s, 3H), 3.89-3.81 (m, 1H), 3.28 (d, 1H), 2.88-2.81 (m, 1H), 2.58-2.51 (m, 4H), 2.03-1.92 (m, 2H), 1.79-1.70 ... Reactants: ClC=1C=C(C=CC1)SCC=1C=C(N(C1C(=O)OCC)C)C(C(=O)OCC)=O (Ethyl 4(m-chlorophenylthio)methyl-5-ethoxycarbonyl-1-methyl-α-oxopyrrole-2-acetate), [OH-].[Na+] (sodium hydroxide), Cl (HCl). Run in C(C)O (ethanol). Yields the product ClC=1C=C(C=CC1)SCC=1C=C(N(C1C(=O)O)C)C(C(=O)O)=O (4-(m-chlorophenylthio)methyl-5-hydroxycarbonyl-1-methyl-α-oxopyrrole-2-acetic acid). Yield: 91.2%. As a reaction SMILES: [Cl:1][C:2]1[CH:3]=[C:4]([S:8][CH2:9][C:10]2[CH:11]=[C:12]([C:21](=[O:27])[C:22]([O:24]CC)=[O:23])[N:13]([CH3:20])[C:14]=2[C:15]([O:17]CC)=[O:16])[CH:5]=[CH:6][CH:7]=1.[OH-].[Na+].Cl>C(O)C>[Cl:1][C:2]1[CH:3]=[C:4]([S:8][CH2:9][C:10]2[CH:11]=[C:12]([C:21](=[O:27])[C:22]([OH:24])=[O:23])[N:13]([CH3:20])[C:14]=2[C:15]([OH:17])=[O:16])[CH:5]=[CH:6][CH:7]=1 |f:1.2|. Reported procedure: Ethyl 4(m-chlorophenylthio)methyl-5-ethoxycarbonyl-1-methyl-α-oxopyrrole-2-acetate (1.28 g, 3.1 mmol) is dissolved in refluxing ethanol (10 ml) and 2.5 N aqueous sodium hydroxide (9 ml, 22.5 mmol) is added. The mixture is heated at reflux for 1.5 hours after the solution becomes homogeneous, then it is cooled in ice and acidified to pH 2.0 with 6 N aqueous HCl. The resulting solid is collected, filtered and dried to give 1.00 g of 4-(m-chlorophenylthio)methyl-5-hydroxycarbonyl-1-methyl-α-oxopyrr...